Dataset: the Open Reaction Database (ORD), a public repository of structured organic reaction records. Task: describe an organic reaction: reactants, conditions, products, and yield Starting materials: COC1=NC2=CC=CC=C2C=C1B(O)O (2-methoxyquinolin-3-ylboronic acid), P(=O)([O-])([O-])[O-].[K+].[K+].[K+] (potassium phosphate), PdCl2(AmPhos), Cl.Cl.BrC=1C=C2C(=NNC2=CC1)C1=CN=CC(=N1)N1CCC(CC1)N (1-(6-(5-bromo-1H-indazol-3-yl)pyrazin-2-yl)piperidin-4-amine dihydrochloride salt). Conditions: temperature 150 celsius. Yields the product COC1=NC2=CC=CC=C2C=C1C=1C=C2C(=NNC2=CC1)C1=CN=CC(=N1)N1CCC(CC1)N (1-(6-(5-(2-methoxyquinolin-3-yl)-1H-indazol-3-yl)pyrazin-2-yl)piperidin-4-amine). As a reaction SMILES: [CH3:1][O:2][C:3]1[C:12](B(O)O)=[CH:11][C:10]2[C:5](=[CH:6][CH:7]=[CH:8][CH:9]=2)[N:4]=1.P([O-])([O-])([O-])=O.[K+].[K+].[K+].Cl.Cl.Br[C:27]1[CH:28]=[C:29]2[C:33](=[CH:34][CH:35]=1)[NH:32][N:31]=[C:30]2[C:36]1[N:41]=[C:40]([N:42]2[CH2:47][CH2:46][CH:45]([NH2:48])[CH2:44][CH2:43]2)[CH:39]=[N:38][CH:37]=1>>[CH3:1][O:2][C:3]1[C:12]([C:27]2[CH:28]=[C:29]3[C:33](=[CH:34][CH:35]=2)[NH:32][N:31]=[C:30]3[C:36]2[N:41]=[C:40]([N:42]3[CH2:43][CH2:44][CH:45]([NH2:48])[CH2:46][CH2:47]3)[CH:39]=[N:38][CH:37]=2)=[CH:11][C:10]2[C:5](=[CH:6][CH:7]=[CH:8][CH:9]=2)[N:4]=1 |f:1.2.3.4,5.6.7|. Procedure details: To a 5 mL conical vial was added 2-methoxyquinolin-3-ylboronic acid (Frontier Scientific, 89 mg, 0.437 mmol), potassium phosphate (Aldrich, 285 mg, 1.345 mmol), PdCl2(AmPhos) (23.80 mg, 0.034 mmol), and 1-(6-(5-bromo-1H-indazol-3-yl)pyrazin-2-yl)piperidin-4-amine dihydrochloride salt (Example 1) (150 mg, 0.336 mmol) which was sealed, evacuated and back-filled with N2 3×. Dioxane (2.8 mL) and water (0.6 mL) were added, and the reaction mixture was heated at 150° C. for 30 min with microwave irrad...